Task: describe an organic reaction: reactants, conditions, products, and yield. Dataset: the Open Reaction Database (ORD), a public repository of structured organic reaction records Product: BrC=1C=C2CCCN3C2=C(C(=NC2=C3C=CC=C2)N2CCN(CC2)C)C1 (5-Bromo-7-(4-methyl-1-piperazinyl)-2,3-dihydro-1H-quino[1,8-ab][1,5]benzodiazepine). Yield: 78.8%. The reactants are CN1CCN(CC1)C(=O)NC1=C(C=CC=C1)N1CCCC2=CC(=CC=C12)Br (4-methyl-N-[2-(6-bromo-1,2,3,4-tetrahydro-1-quinolinyl)phenyl]piperazine-carboxamide). Run in P(=O)(Cl)(Cl)Cl (phosphorus oxychloride). Reaction SMILES: [CH3:1][N:2]1[CH2:7][CH2:6][N:5]([C:8]([NH:10][C:11]2[CH:16]=[CH:15][CH:14]=[CH:13][C:12]=2[N:17]2[C:26]3[C:21](=[CH:22][C:23]([Br:27])=[CH:24][CH:25]=3)[CH2:20][CH2:19][CH2:18]2)=O)[CH2:4][CH2:3]1>P(Cl)(Cl)(Cl)=O>[Br:27][C:23]1[CH:22]=[C:21]2[C:26]3=[C:25]([CH:24]=1)[C:8]([N:5]1[CH2:6][CH2:7][N:2]([CH3:1])[CH2:3][CH2:4]1)=[N:10][C:11]1[CH:16]=[CH:15][CH:14]=[CH:13][C:12]=1[N:17]3[CH2:18][CH2:19][CH2:20]2. Reported procedure: A stirred mixture of 4-methyl-N-[2-(6-bromo-1,2,3,4-tetrahydro-1-quinolinyl)phenyl]piperazine-carboxamide (14.2 g, 0.0330 mole) in phosphorus oxychloride (250 ml) was heated under reflux under nitrogen for 5 hours. The reaction mixture was cooled to room temperature and excess phosphorus oxychloride was removed at aspirator pressure with heating. The residue was chilled in an ice-bath (with exclusion of moisture), and treated with ice-cold 2N sodium hydroxide solution (250 ml) and dichloromethan...